This data is from the Open Reaction Database (ORD), a public repository of structured organic reaction records. The task is: describe an organic reaction: reactants, conditions, products, and yield Starting materials: C(C#C)Br (propargyl bromide), C(C#C)Br (propargyl bromide), [H-].[Na+] (sodium hydride), [H-].[Na+] (sodium hydride), FC(C1=CNC=C1C(=O)OCC)(F)F (ethyl 3-trifluoromethyl-1H-pyrrol-4-carboxylate), O (water). Solvent: O1CCCC1 (tetrahydrofuran), O1CCCC1 (tetrahydrofuran), O1CCCC1 (tetrahydrofuran). Run at temperature 20 celsius, time 30 minute. Yields the product C(C#C)N1C=C(C(=C1)C(=O)OCC)C(F)(F)F (ethyl 1-(2-propynyl)-3-trifluoromethyl-1H-pyrrole-4-carboxylate). Reaction SMILES: [F:1][C:2]([F:14])([F:13])[C:3]1[C:7]([C:8]([O:10][CH2:11][CH3:12])=[O:9])=[CH:6][NH:5][CH:4]=1.[H-].[Na+].[CH2:17](Br)[C:18]#[CH:19].O>O1CCCC1>[CH2:19]([N:5]1[CH:6]=[C:7]([C:8]([O:10][CH2:11][CH3:12])=[O:9])[C:3]([C:2]([F:1])([F:13])[F:14])=[CH:4]1)[C:18]#[CH:17] |f:1.2|. Procedure details: 1 g of ethyl 3-trifluoromethyl-1H-pyrrole-4-carboxylate of Step A was introduced into 10 ml of tetrahydrofuran, followed, at 0° C. by 240 mg of sodium hydride at 50% in vaseline oil in small portions. After stirring for 30 minutes at 20° C. and cooling to 0° C., a solution of 0.45 ml of propargyl bromide in 1 ml of tetrahydrofuran was added with stirring for 30 minutes at 0° C., then for 1 hour at 20° C., followed by cooling again to 0° C. A little sodium hydride was added then 0.45 ml of propar... The reactants are CC(C)(C#N)N=NC(C)(C)C#N (AIBN), C1CC(=O)N(C1=O)Br (NBS), CC=1C=C(C=C(C1)C)CC(=O)O (2-(3,5-dimethylphenyl)acetic acid), CC(C)(C#N)N=NC(C)(C)C#N (AIBN). Run in C(C)(=O)OCC (ethyl acetate). Yields the product BrCC=1C=C(C=C(C1)C)CC(=O)O (2-(3-(Bromomethyl)-5-methylphenyl)acetic acid). RXN SMILES: C1C(=O)N([Br:8])C(=O)C1.[CH3:9][C:10]1[CH:11]=[C:12]([CH2:17][C:18]([OH:20])=[O:19])[CH:13]=[C:14]([CH3:16])[CH:15]=1.CC(N=NC(C#N)(C)C)(C#N)C>C(OCC)(=O)C>[Br:8][CH2:9][C:10]1[CH:11]=[C:12]([CH2:17][C:18]([OH:20])=[O:19])[CH:13]=[C:14]([CH3:16])[CH:15]=1. Procedure: NBS (3.12 g) was added portionwise over 1 hour to a solution of 2-(3,5-dimethylphenyl)acetic acid (3.6 g) and AIBN (0.015 g) in ethyl acetate (100 mL) at 50° C. under nitrogen. More AIBN (0.015 g) was added and the mixture was heated to reflux for 3 hours. The reaction mixture was washed with 10% aqueous sodium chloride solution (2×200 mL), dried over magnesium sulphate, filtered and evaporated. The crude material was purified by flash silica chromatography using 20% ethyl acetate in isohexane c... Starting materials: OC1=C2C(=NC=C1C(=O)OCC)C=CS2 (ethyl 7-hydroxythieno[3,2-b]pyridine-6-carboxylate), IN1C(CCC1=O)=O (N-iodo succinimide), Ice. Solvent: acid. Run at time 1 hour. Product: OC1=C2C(=NC=C1C(=O)OCC)C=C(S2)I (Ethyl 7-hydroxy-2-iodothieno[3,2-b]pyridine-6-carboxylate). Isolated yield 76.3%. Reaction SMILES: [OH:1][C:2]1[C:7]([C:8]([O:10][CH2:11][CH3:12])=[O:9])=[CH:6][N:5]=[C:4]2[CH:13]=[CH:14][S:15][C:3]=12.[I:16]N1C(=O)CCC1=O>>[OH:1][C:2]1[C:7]([C:8]([O:10][CH2:11][CH3:12])=[O:9])=[CH:6][N:5]=[C:4]2[CH:13]=[C:14]([I:16])[S:15][C:3]=12. Procedure: To a stirring solution of ethyl 7-hydroxythieno[3,2-b]pyridine-6-carboxylate (Elliot, R. L, O'Hanlon, P. J., Rogers, N. H. Tetrahedron 43 (14) 3295-3302 (1987)) (2.50 g, 10.96 mmol) in trifluomethanesulfonic acid (50 mL) at 0° C. was added N-iodo succinimide (2.46 g, 10.96 mmol) portion wise. The mixture was stirred for 1 hour, allowing the solution to warm to ambient temperature. Ice (50 g) was added and the resulting aqueous extracted with CH2Cl2 (3×100 mL). The organic layers were combined, d... The reactants are Cl.CN(CCCN=C=NCC)C (N-[3-(dimethylamino)propyl]-N′-ethylcarbodiimide hydrochloride), C[C@@H]1NC2=CC=CC=C2C1 ((S)-2-methylindoline), [Na] (sodium), OCC1CN(CCO1)C=1N=C(NC(C1)=O)CC(=O)O ((−)-[4-(2-hydroxymethylmorpholin-4-yl)-6-oxo-1,6-dihydropyrimidin-2-yl]acetic acid). The solvent is CN(C)C=O (DMF), N1=CC=CC=C1 (pyridine), O (water). Run at time 72 hour. Yields the product OCC1CN(CCO1)C1=CC(NC(=N1)CC(=O)N1[C@H](CC2=CC=CC=C12)C)=O ((+)-6-(2-Hydroxymethylmorpholin-4-yl)-2-[2-((S)-2-methyl-2,3-dihydroindol-1-yl)-2-oxoethyl]-3H-pyrimidin-4-one). As a reaction SMILES: [Na].[OH:2][CH2:3][CH:4]1[O:9][CH2:8][CH2:7][N:6]([C:10]2[N:11]=[C:12]([CH2:17][C:18]([OH:20])=O)[NH:13][C:14](=[O:16])[CH:15]=2)[CH2:5]1.Cl.CN(C)CCCN=C=NCC.[CH3:33][C@H:34]1[CH2:42][C:41]2[C:36](=[CH:37][CH:38]=[CH:39][CH:40]=2)[NH:35]1>N1C=CC=CC=1.O.CN(C=O)C>[OH:2][CH2:3][CH:4]1[O:9][CH2:8][CH2:7][N:6]([C:10]2[N:11]=[C:12]([CH2:17][C:18]([N:35]3[C:36]4[C:41](=[CH:40][CH:39]=[CH:38][CH:37]=4)[CH2:42][C@@H:34]3[CH3:33])=[O:20])[NH:13][C:14](=[O:16])[CH:15]=2)[CH2:5]1 |f:2.3,^1:0|. Procedure: In a three-necked flask under argon, 0.35 g of the sodium salt of (−)-[4-(2-hydroxymethylmorpholin-4-yl)-6-oxo-1,6-dihydropyrimidin-2-yl]acetic acid (example 31b, step 2b) is placed in 5 ml of pyridine and 5 ml of DMF whitish heterogeneous solution. N-[3-(dimethylamino)propyl]-N′-ethylcarbodiimide hydrochloride is added at ambient temperature, 0.18 g of (S)-2-methylindoline (CAS 22160-09-4) is added, and the mixture is stirred at ambient temperature for 72 hours. 25 ml of water are added, extrac... Starting materials: [Ba+2], Cc1c(C(=O)O)cccc1C(=O)c1ccc(Cl)cc1, [Cl-], Cl, [H][H], O=S(=O)([O-])[O-], S, Cc1ccccc1C. Product: Cc1c(C=O)cccc1C(=O)c1ccc(Cl)cc1. As a reaction SMILES: [Ba+2:26].[CH3:2][c:3]1[c:4]([C:5](=[O:6])[OH:7])[cH:8][cH:9][cH:10][c:11]1[C:12]([c:13]1[cH:14][cH:15][c:16]([Cl:19])[cH:17][cH:18]1)=[O:20].[Cl-:1].[ClH:30].[H:28][H:29].[S:21]([O-:22])([O-:23])(=[O:24])=[O:25].[S:27].[c:31]1([CH3:32])[c:33]([CH3:34])[cH:35][cH:36][cH:37][cH:38]1>>[CH3:2][c:3]1[c:4]([CH:5]=[O:6])[cH:8][cH:9][cH:10][c:11]1[C:12]([c:13]1[cH:14][cH:15][c:16]([Cl:19])[cH:17][cH:18]1)=[O:20]. The reactants are Cn1cc(Br)cc(Br)c1=O, CCOC(C)=O, Cc1cc(N)no1, [Na+], [O-]c1ccccc1, C1COCCO1. Product: Cc1cc(Nc2cc(Br)cn(C)c2=O)no1. RXN SMILES: [Br:1][c:2]1[c:3](=[O:10])[n:4]([CH3:9])[cH:5][c:6]([Br:8])[cH:7]1.[CH2:32]([O:33][C:34](=[O:35])[CH3:36])[CH3:37].[CH3:11][c:12]1[cH:13][c:14]([NH2:17])[n:15][o:16]1.[Na+:25].[O-:18][c:19]1[cH:20][cH:21][cH:22][cH:23][cH:24]1.[O:26]1[CH2:27][CH2:28][O:29][CH2:30][CH2:31]1>>[c:2]1([NH:17][c:14]2[cH:13][c:12]([CH3:11])[o:16][n:15]2)[c:3](=[O:10])[n:4]([CH3:9])[cH:5][c:6]([Br:8])[cH:7]1. The reactants are CC1(OCC(O1)CO)C (2,2-dimethyl-1,3-dioxolane-4-methanol), [H-].[Na+] (sodium hydride), ICC (Iodoethane). Solvent: dimethylformylamide. Run at time 16 hour. Yields the product C(C)OC[C@H]1OC(OC1)(C)C ((4R)-4-(ethoxymethyl)-2,2-dimethyl-1,3-dioxolane). RXN SMILES: [CH3:1][C:2]1([CH3:9])[O:6][CH:5]([CH2:7][OH:8])[CH2:4][O:3]1.[H-].[Na+].I[CH2:13][CH3:14]>>[CH2:13]([O:8][CH2:7][C@@H:5]1[CH2:4][O:3][C:2]([CH3:9])([CH3:1])[O:6]1)[CH3:14] |f:1.2|. Reported procedure: To a solution of 2,2-dimethyl-1,3-dioxolane-4-methanol (1.5 g), in dimethylformylamide (30 mL), 60% sodium hydride (0.50 g) was added portion-wise at 0° C. then warmed to ambient temperature. Iodoethane (3.5 mL) was added to the mixture at 0° C. then stirred for 16 h at room temperature. The reaction mixture was filtered then the filtrate was diluted with H2O and extracted with EtOAc. The organic layer was washed with H2O (×2) then brine and dried (MgSO4), filtered and evaporated. Purification w... The product is Cc1c(NC(=O)C(C)(C)C)ccc(C#N)c1C(F)(F)F. RXN SMILES: [CH3:25][N:26]1[CH2:27][CH2:28][CH2:29][C:30]1=[O:31].[CH3:32][CH2:33][O:34][C:35]([CH3:36])=[O:37].[Cl:1][c:2]1[c:3]([C:16]([F:17])([F:18])[F:19])[c:4]([CH3:15])[c:5]([NH:8][C:9]([C:10]([CH3:11])([CH3:12])[CH3:13])=[O:14])[cH:6][cH:7]1.[Cu:20]([C:21]#[N:22])[C:23]#[N:24].[OH2:38]>>[c:2]1([C:21]#[N:22])[c:3]([C:16]([F:17])([F:18])[F:19])[c:4]([CH3:15])[c:5]([NH:8][C:9]([C:10]([CH3:11])([CH3:12])[CH3:13])=[O:14])[cH:6][cH:7]1. Starting materials: CN1CCCC1=O, CCOC(C)=O, Cc1c(NC(=O)C(C)(C)C)ccc(Cl)c1C(F)(F)F, N#C[Cu]C#N, O.